This data is from the Open Reaction Database (ORD), a public repository of structured organic reaction records. The task is: describe an organic reaction: reactants, conditions, products, and yield Starting materials: C(C)(C)C1=C(C(=C2N1C=CC1=CC=CC=C21)C2=CC=CC=C2)C(=O)OCC (ethyl 3-isopropyl-1-phenylpyrrolo-[2,1-a]isoquinoline-2-carboxylate), [H-].[Al+3].[Li+].[H-].[H-].[H-] (lithium aluminum hydride). The solvent is C(C)OCC (diethyl ether), C(C)OCC (diethyl ether). Reaction conditions: time 5 hour. Yields the product OCC=1C(=C2N(C=CC3=CC=CC=C23)C1C(C)C)C1=CC=CC=C1 (2-hydroxymethyl-3-isopropyl-1-phenylpyrrolo[2,1-a]-isoquinoline). Yield: 92.5%. As a reaction SMILES: [CH:1]([C:4]1[N:8]2[CH:9]=[CH:10][C:11]3[C:16]([C:7]2=[C:6]([C:17]2[CH:22]=[CH:21][CH:20]=[CH:19][CH:18]=2)[C:5]=1[C:23](OCC)=[O:24])=[CH:15][CH:14]=[CH:13][CH:12]=3)([CH3:3])[CH3:2].[H-].[Al+3].[Li+].[H-].[H-].[H-]>C(OCC)C>[OH:24][CH2:23][C:5]1[C:6]([C:17]2[CH:22]=[CH:21][CH:20]=[CH:19][CH:18]=2)=[C:7]2[C:16]3[C:11](=[CH:12][CH:13]=[CH:14][CH:15]=3)[CH:10]=[CH:9][N:8]2[C:4]=1[CH:1]([CH3:3])[CH3:2] |f:1.2.3.4.5.6|. Procedure details: A solution of ethyl 3-isopropyl-1-phenylpyrrolo-[2,1-a]isoquinoline-2-carboxylate (6.25 g) in anhydrous diethyl ether (100 ml) was added to a stirred suspension of lithium aluminum hydride (2.7 g) in diethyl ether (160 ml) at -2° C. under an atmosphere of argon. The mixture was stirred at between -5° and 0° C. for 5 hours and then the reaction mixture was quenched by the dropwise addition of ethyl acetate (50 ml), followed by dilute hydrochloric acid (100 ml; 1N), maintaining the temperature bel... Starting materials: CC1(CC(C2=C(C=CC=C12)NC(=O)C1=C(N=C(S1)C)C(F)(F)F)C)C (N-(1,1,3-trimethyl-4-indanyl)-2-methyl-4-trifluoromethylthiazole-5-carboxamide), CSP1(SP(S1)(SC)=S)=S (2,4-bis(methylthio)-1,3,2,4-dithiadiphosphetan-2,4-disulfide). Solvent: O1CCCC1 (tetrahydrofuran). Reaction conditions: time 10 hour. The product is CC1(CC(C2=C(C=CC=C12)NC(=S)C1=C(N=C(S1)C)C(F)(F)F)C)C (N-(1,1,3-trimethyl-4-indanyl)-2-methyl-4-trifluoromethylthiazole-5-carbothioamide). Isolated yield 67.1%. As a reaction SMILES: [CH3:1][C:2]1([CH3:25])[C:10]2[C:5](=[C:6]([NH:11][C:12]([C:14]3[S:18][C:17]([CH3:19])=[N:16][C:15]=3[C:20]([F:23])([F:22])[F:21])=O)[CH:7]=[CH:8][CH:9]=2)[CH:4]([CH3:24])[CH2:3]1.C[S:27]P1(=S)SP(=S)(SC)S1>O1CCCC1>[CH3:1][C:2]1([CH3:25])[C:10]2[C:5](=[C:6]([NH:11][C:12]([C:14]3[S:18][C:17]([CH3:19])=[N:16][C:15]=3[C:20]([F:23])([F:22])[F:21])=[S:27])[CH:7]=[CH:8][CH:9]=2)[CH:4]([CH3:24])[CH2:3]1. Procedure details: 0.20 g of N-(1,1,3-trimethyl-4-indanyl)-2-methyl-4-trifluoromethylthiazole-5-carboxamide and 0.18 g of 2,4-bis(methylthio)-1,3,2,4-dithiadiphosphetan-2,4-disulfide were dissolved in 5 ml of tetrahydrofuran and reaction was effected for 10 hours under reflux. The reaction mixture was concentrated and the residue was chromatographed on silica gel (eluent; n-hexane:chloroform:tetrahydrofuran=6:2:1) to obtain 0.14 g of N-(1,1,3-trimethyl-4-indanyl)-2-methyl-4-trifluoromethylthiazole-5-carbothioamide... Starting materials: C(C)OC(=O)C1(CCN(CC1)C1=NC=C(C=N1)C=1C=C(C2=C(N=C(S2)NC(NCC)=O)C1)/C=N/OC)CC (Ethyl-4-ethyl-1-[5-[2-(ethylcarbamoylamino)-7-[(E)-methoxyiminomethyl]-1,3-benzothiazol-5-yl]pyrimidin-2-yl]piperidine-4-carboxylate), aldoxime, O.CC#N (H2O MeCN). Run in CO (MeOH), [OH-].[Na+] (NaOH), O (water). Conditions: temperature 65 celsius. The product is C(N)(=O)C1=CC(=CC=2N=C(SC21)NC(NCC)=O)C=2C=NC(=NC2)N2CCC(CC2)(C(=O)O)CC (1-[5-[7-carbamoyl-2-(ethylcarbamoylamino)-1,3-benzothiazol-5-yl]pyrimidin-2-yl]-4-ethyl-piperidine-4-carboxylic acid). Yield: 5.0%. Reaction SMILES: C([O:3][C:4]([C:6]1([CH2:37][CH3:38])[CH2:11][CH2:10][N:9]([C:12]2[N:17]=[CH:16][C:15]([C:18]3[CH:19]=[C:20](/[CH:33]=[N:34]/OC)[C:21]4[S:25][C:24]([NH:26][C:27](=[O:31])[NH:28][CH2:29][CH3:30])=[N:23][C:22]=4[CH:32]=3)=[CH:14][N:13]=2)[CH2:8][CH2:7]1)=[O:5])C.[OH2:39].CC#N>CO.[OH-].[Na+].O>[C:33]([C:20]1[C:21]2[S:25][C:24]([NH:26][C:27](=[O:31])[NH:28][CH2:29][CH3:30])=[N:23][C:22]=2[CH:32]=[C:18]([C:15]2[CH:14]=[N:13][C:12]([N:9]3[CH2:8][CH2:7][C:6]([CH2:37][CH3:38])([C:4]([OH:3])=[O:5])[CH2:11][CH2:10]3)=[N:17][CH:16]=2)[CH:19]=1)(=[O:39])[NH2:34] |f:1.2,4.5|. Procedure: Ethyl-4-ethyl-1-[5-[2-(ethylcarbamoylamino)-7-[(E)-methoxyiminomethyl]-1,3-benzothiazol-5-yl]pyrimidin-2-yl]piperidine-4-carboxylate (619 mg, 1.147 mmol) 100 was suspended in MeOH (9 mL) and NaOH(aq) (1M, 9 mL), sealed in a microwave vessel, irradiated at 85° C. for 1 h, followed by conventionally heating overnight at 65° C. The reaction was diluted with water (40 mL) and washed with EtOAc (1×50 mL). Acidification of the aqueous phase with HCl(aq) (1M, pH 2) and back extracting with EtOAc (3×60 ... Starting materials: 4, C(C)(=O)C1=CC=CC=C1 (acetophenone), [H-].[Na+] (sodium hydride), oil, C(CCCC(C)(C)C)(=O)OC (methyl neo-octanoate). Run in C=1(C(=CC=CC1)C)C (xylene), C=1(C(=CC=CC1)C)C (xylene). Run at temperature 135 celsius. Yields the product C1(=CC=CC=C1)C(CC(=O)CCCC(C)(C)C)=O (1-phenyl-3-neoheptyl-1,3-propanedione). The yield is 51.9%. As a reaction SMILES: [H-].[Na+].[C:3]([O:12]C)(=O)[CH2:4][CH2:5][CH2:6][C:7]([CH3:10])([CH3:9])[CH3:8].[C:14]([C:17]1[CH:22]=[CH:21][CH:20]=[CH:19][CH:18]=1)(=[O:16])[CH3:15]>C1(C)C(C)=CC=CC=1>[C:17]1([C:14](=[O:16])[CH2:15][C:3]([CH2:4][CH2:5][CH2:6][C:7]([CH3:8])([CH3:9])[CH3:10])=[O:12])[CH:22]=[CH:21][CH:20]=[CH:19][CH:18]=1 |f:0.1|. Procedure details: A 500 mL 4 neck round bottom flask equipped with mechanical stirring, a nitrogen inlet, a thermometer, a condenser, and an addition funnel was charged with 60% sodium hydride in mineral oil (20.5 g, 0.51 mol), methyl neo-octanoate (92.3 g, 0.58 mol), and xylene (42.8 g). The mixture was heated to reflux (135° C.), and then a solution of acetophenone (32.4 g, 0.27 mol) in xylene (19.1 g) was added over 1.25 h. The mixture was kept at reflux for an additional 1 h. After cooling to room temperature... Run in C1CCOC1 (THF), C1CCOC1 (THF). Conditions: temperature 0 celsius, time 6 hour. The reactants are C(C)(C)(C)OC(=O)NC=1C=C(C(=O)O)C=CC1 (3-(tert-Butoxy-carbonylamino)benzoic acid), B (borane). As a reaction SMILES: [C:1]([O:5][C:6]([NH:8][C:9]1[CH:10]=[C:11]([CH:15]=[CH:16][CH:17]=1)[C:12](O)=[O:13])=[O:7])([CH3:4])([CH3:3])[CH3:2].B>C1COCC1>[OH:13][CH2:12][C:11]1[CH:10]=[C:9]([NH:8][C:6](=[O:7])[O:5][C:1]([CH3:3])([CH3:2])[CH3:4])[CH:17]=[CH:16][CH:15]=1. Procedure: 3-(tert-Butoxy-carbonylamino)benzoic acid (3.00 g, 12.6 mmol) was dissolved in THF (30 mL) and cooled to 0° C. A 1 M borane: THF solution (12.7 mL, 12.7 mmol) was slowly added to the reaction. The solution was then allowed to slowly warm to room temperature and stirred for six hours. The reaction was then quenched with a 50% AcOH:water mixture (2 mL). Next, the mixture was concentrated to reduced volume and poured into a saturated sodium bicarbonate solution (75 mL). The mixture was then extract... The product is OCC=1C=C(C=CC1)NC(OC(C)(C)C)=O (tert-Butyl 3-(hydroxymethyl)phenylcarbamate). Yield: 85.7%. Starting materials: [Al+3], C1CCOC1, COc1ccc(C(=O)CCC(=O)c2ccc(OC)c(OC)c2)cc1OC, [H-], [H-], [H-], [H-], [Li+]. Yields the product COc1ccc(C2CCC(c3ccc(OC)c(OC)c3)O2)cc1OC. Reaction SMILES: [Al+3:28].[CH2:33]1[O:34][CH2:35][CH2:36][CH2:37]1.[CH3:1][O:2][c:3]1[cH:4][c:5]([C:6](=[O:7])[CH2:8][CH2:9][C:10]([c:11]2[cH:12][c:13]([O:19][CH3:20])[c:14]([O:17][CH3:18])[cH:15][cH:16]2)=[O:21])[cH:22][cH:23][c:24]1[O:25][CH3:26].[H-:27].[H-:30].[H-:31].[H-:32].[Li+:29]>>[CH3:1][O:2][c:3]1[cH:4][c:5]([CH:6]2[CH2:8][CH2:9][CH:10]([c:11]3[cH:12][c:13]([O:19][CH3:20])[c:14]([O:17][CH3:18])[cH:15][cH:16]3)[O:21]2)[cH:22][cH:23][c:24]1[O:25][CH3:26]. The reactants are Clc1cccc(OCCCBr)c1, CC(C)(C)OC(=O)N1CCC(c2ccc(O)cc2)C(O)C1. Product: CC(C)(C)OC(=O)N1CCC(c2ccc(OCCCOc3cccc(Cl)c3)cc2)C(O)C1. As a reaction SMILES: [Br:22][CH2:23][CH2:24][CH2:25][O:26][c:27]1[cH:28][c:29]([Cl:33])[cH:30][cH:31][cH:32]1.[OH:1][CH:2]1[CH2:3][N:4]([C:15](=[O:16])[O:17][C:18]([CH3:19])([CH3:20])[CH3:21])[CH2:5][CH2:6][CH:7]1[c:8]1[cH:9][cH:10][c:11]([OH:14])[cH:12][cH:13]1>>[OH:1][CH:2]1[CH2:3][N:4]([C:15](=[O:16])[O:17][C:18]([CH3:19])([CH3:20])[CH3:21])[CH2:5][CH2:6][CH:7]1[c:8]1[cH:9][cH:10][c:11]([O:14][CH2:23][CH2:24][CH2:25][O:26][c:27]2[cH:28][c:29]([Cl:33])[cH:30][cH:31][cH:32]2)[cH:12][cH:13]1. Starting materials: O=C([O-])C=CC(=O)[O-], CCN(C(C)C)C(C)C, Cl, Cl, NC1CN2CCC1CC2, c1ccncc1, NC(=O)NC(=O)c1cccs1. The product is O=C(NC(=O)c1cccs1)NC1CN2CCC1CC2. As a reaction SMILES: [C:32]([O-:33])(=[O:34])[CH:35]=[CH:36][C:37]([O-:38])=[O:39].[CH:23]([N:24]([CH:25]([CH3:26])[CH3:27])[CH2:28][CH3:29])([CH3:30])[CH3:31].[ClH:1].[ClH:2].[NH2:3][CH:4]1[CH2:5][N:6]2[CH2:7][CH2:8][CH:9]1[CH2:10][CH2:11]2.[cH:40]1[cH:41][cH:42][n:43][cH:44][cH:45]1.[s:12]1[c:13]([C:17](=[O:18])[NH:19][C:20](=[O:21])[NH2:22])[cH:14][cH:15][cH:16]1>>[NH:3]([CH:4]1[CH2:5][N:6]2[CH2:7][CH2:8][CH:9]1[CH2:10][CH2:11]2)[C:20]([NH:19][C:17]([c:13]1[s:12][cH:16][cH:15][cH:14]1)=[O:18])=[O:21]. Reactants: O(C1=CC=CC=C1)CCCCOC1=C(C=CC=C1)CC(=O)OC (methyl 2-(4-phenoxybut-1-yloxy)-phenylacetate), C(=O)OC (methyl formate), [H-].[Na+] (sodium hydride). Solvent: C(C)OCC (diethyl ether), C(C)OCC (diethyl ether). Run at time 12 hour. Yields the product O(C1=CC=CC=C1)CCCCOC1=C(C=CC=C1)C(C(=O)OC)=CO (methyl alpha-[2-(4-phenoxybut-1-yloxy)-phenyl]-β-hydroxyacrylate). Yield: 61.3%. RXN SMILES: [O:1]([CH2:8][CH2:9][CH2:10][CH2:11][O:12][C:13]1[CH:18]=[CH:17][CH:16]=[CH:15][C:14]=1[CH2:19][C:20]([O:22][CH3:23])=[O:21])[C:2]1[CH:7]=[CH:6][CH:5]=[CH:4][CH:3]=1.[CH:24](OC)=[O:25].[H-].[Na+]>C(OCC)C>[O:1]([CH2:8][CH2:9][CH2:10][CH2:11][O:12][C:13]1[CH:18]=[CH:17][CH:16]=[CH:15][C:14]=1[C:19](=[CH:24][OH:25])[C:20]([O:22][CH3:23])=[O:21])[C:2]1[CH:7]=[CH:6][CH:5]=[CH:4][CH:3]=1 |f:2.3|. Procedure: A mixture of 30 g (0.10 mole) of methyl 2-(4-phenoxybut-1-yloxy)-phenylacetate, 12.5 g (0.21 mole) of methyl formate and 100 ml of diethyl ether is added dropwise at room temperature to a suspension of 3.4 g (0.14 mole) of sodium hydride in 50 ml of diethyl ether. The mixture is stirred for 12 hours at room temperature and is then hydrolyzed by adding ice. The aqueous, alkaline phase is extracted with diethyl ether, acidified with dilute HCl and again extracted by shaking with diethyl ether. Aft...